Dataset: the Open Reaction Database (ORD), a public repository of structured organic reaction records. Task: describe an organic reaction: reactants, conditions, products, and yield The reactants are CC1=C(C(=O)O)C(c2cccc(Cl)c2)NC(=O)N1, NCCCN1CCCC1, CN(C)C=O. The product is CC1=C(C(=O)NCCCN2CCCC2)C(c2cccc(Cl)c2)NC(=O)N1. RXN SMILES: [Cl:1][c:2]1[cH:3][c:4]([CH:8]2[NH:9][C:10](=[O:18])[NH:11][C:12]([CH3:17])=[C:13]2[C:14](=[O:15])[OH:16])[cH:5][cH:6][cH:7]1.[NH2:19][CH2:20][CH2:21][CH2:22][N:23]1[CH2:24][CH2:25][CH2:26][CH2:27]1.[O:28]=[CH:29][N:30]([CH3:31])[CH3:32]>>[Cl:1][c:2]1[cH:3][c:4]([CH:8]2[NH:9][C:10](=[O:18])[NH:11][C:12]([CH3:17])=[C:13]2[C:14](=[O:16])[NH:19][CH2:20][CH2:21][CH2:22][N:23]2[CH2:24][CH2:25][CH2:26][CH2:27]2)[cH:5][cH:6][cH:7]1. The reactants are Cl (HCl), ClC(=O)OC (methyl chloroformate), ClC=1C=C2CC[C@]3(O[C@@H]([C@H]([C@@H]([C@H]3O)O)O)CO)C2=CC1CC1=CC=C(C=C1)CC ((1S,3′R,4′S,5′S,6′R)-5-chloro-6-(4-ethylbenzyl)-6′-(hydroxymethyl)-2,3,3′,4′,5′,6′-hexahydrospiro[indene-1,2′-pyran]-3′,4′,5′-triol). The solvent is C(Cl)Cl (CH2Cl2), N1=C(C=C(C=C1C)C)C (2,4,6-collidine). Reaction conditions: temperature -40 celsius, time 1.5 hour. The product is C(OC[C@@H]1[C@H]([C@@H]([C@H]([C@]2(O1)CCC1=CC(=C(C=C12)CC1=CC=C(C=C1)CC)Cl)O)O)O)(OC)=O (((1S,3′R,4′S,5′S,6′R)-5-chloro-6-(4-ethylbenzyl)-3′,4′,5′-trihydroxy-2,3,3′,4′,5′,6′-hexahydrospiro[indene-1,2′-pyran]-6′-yl)methyl methyl carbonate). RXN SMILES: Cl[C:2]([O:4][CH3:5])=[O:3].[Cl:6][C:7]1[CH:8]=[C:9]2[C:23](=[CH:24][C:25]=1[CH2:26][C:27]1[CH:32]=[CH:31][C:30]([CH2:33][CH3:34])=[CH:29][CH:28]=1)[C@:12]1([C@H:17]([OH:18])[C@@H:16]([OH:19])[C@H:15]([OH:20])[C@@H:14]([CH2:21][OH:22])[O:13]1)[CH2:11][CH2:10]2.Cl>C(Cl)Cl.N1C(C)=CC(C)=CC=1C>[C:2](=[O:3])([O:4][CH3:5])[O:22][CH2:21][C@H:14]1[O:13][C@@:12]2([C:23]3[C:9](=[CH:8][C:7]([Cl:6])=[C:25]([CH2:26][C:27]4[CH:28]=[CH:29][C:30]([CH2:33][CH3:34])=[CH:31][CH:32]=4)[CH:24]=3)[CH2:10][CH2:11]2)[C@H:17]([OH:18])[C@@H:16]([OH:19])[C@@H:15]1[OH:20]. Reported procedure: A solution of methyl chloroformate (114 mg, 1.20 mmol) in CH2Cl2 (0.5 mL) was added dropwise to a solution of (1S,3′R,4′S,5′S,6′R)-5-chloro-6-(4-ethylbenzyl)-6′-(hydroxymethyl)-2,3,3′,4′,5′,6′-hexahydrospiro[indene-1,2′-pyran]-3′,4′,5′-triol (compound AV) (418 mg, 1.00 mmol) in 2,4,6-collidine (5 mL) at −40° C. The whole was stirred at −40° C. for 1 h and at room temperature for 1.5 h. The reaction mixture was poured into ice-cooled 10% HCl and extracted with AcOEt. The organic layer was washed ...